This data is from the Open Reaction Database (ORD), a public repository of structured organic reaction records. The task is: describe an organic reaction: reactants, conditions, products, and yield Reactants: O=C([O-])[O-], CS(C)=O, Clc1ncc(C2CC2)cn1, CC1CNCCC1Oc1cc(=O)n(-c2ccc(C#N)c(F)c2)cc1Cl, Cl, [K+], [K+]. Product: CC1CN(c2ncc(C3CC3)cn2)CCC1Oc1cc(=O)n(-c2ccc(C#N)c(F)c2)cc1Cl. RXN SMILES: [C:37](=[O:38])([O-:39])[O-:40].[CH3:43][S:44]([CH3:45])=[O:46].[Cl:27][c:28]1[n:29][cH:30][c:31]([CH:34]2[CH2:35][CH2:36]2)[cH:32][n:33]1.[Cl:2][c:3]1[c:4]([O:19][CH:20]2[CH:21]([CH3:26])[CH2:22][NH:23][CH2:24][CH2:25]2)[cH:5][c:6](=[O:18])[n:7](-[c:9]2[cH:10][c:11]([F:17])[c:12]([C:13]#[N:14])[cH:15][cH:16]2)[cH:8]1.[ClH:1].[K+:41].[K+:42]>>[Cl:2][c:3]1[c:4]([O:19][CH:20]2[CH:21]([CH3:26])[CH2:22][N:23]([c:28]3[n:29][cH:30][c:31]([CH:34]4[CH2:35][CH2:36]4)[cH:32][n:33]3)[CH2:24][CH2:25]2)[cH:5][c:6](=[O:18])[n:7](-[c:9]2[cH:10][c:11]([F:17])[c:12]([C:13]#[N:14])[cH:15][cH:16]2)[cH:8]1.